This data is from the Open Reaction Database (ORD), a public repository of structured organic reaction records. The task is: describe an organic reaction: reactants, conditions, products, and yield The reactants are C1(=CC=C(C=C1)S(=O)(=O)Cl)C (p-Toluenesulfonyl chloride), CC1(OC[C@@H](O1)CO)C ((S)-(+)-1,2-isopropylideneglycerol). The reagents and catalysts are CN(C)C=1C=CN=CC1 (DMAP). Solvent: N1=CC=CC=C1 (pyridine). Reaction conditions: time 8 hour. The product is C1(=CC=C(C=C1)S(=O)(=O)OC[C@@H]1OC(OC1)(C)C)C ((R)-2,2-Dimethyl-1,3-dioxolane-4-methanol p-toluenesulfonate). Isolated yield 90.9%. Reaction SMILES: [C:1]1([CH3:11])[CH:6]=[CH:5][C:4]([S:7](Cl)(=[O:9])=[O:8])=[CH:3][CH:2]=1.[CH3:12][C:13]1([CH3:20])[O:17][C@@H:16]([CH2:18][OH:19])[CH2:15][O:14]1>CN(C1C=CN=CC=1)C.N1C=CC=CC=1>[C:1]1([CH3:11])[CH:6]=[CH:5][C:4]([S:7]([O:19][CH2:18][C@H:16]2[CH2:15][O:14][C:13]([CH3:20])([CH3:12])[O:17]2)(=[O:9])=[O:8])=[CH:3][CH:2]=1. Procedure: p-Toluenesulfonyl chloride (6.5 g, 34.1 mmol) was added portionwise over a period of 10 min to a solution of (S)-(+)-1,2-isopropylideneglycerol (3.0 g, 22.7 mmol) and DMAP (30 mg, 0.25 mmol) in anhydrous pyridine (30 mL) in a water bath. The resulting solution was stirred overnight. The pyridine was removed under reduced pressure, and the residue was diluted with ethyl acetate (50 mL), washed subsequently with water (2×40 mL), cold aqueous 1 M HCl (40 mL), saturated NaHCO3 (40 mL) and water (40 ... Starting materials: Cl.C(C)N1CCN(CC1)CC(=O)O (2-(4-ethylpiperazin-1-yl)acetic acid hydrochloride), N[C@H](C(=O)NC1=CC=C(C=C1)OC1=CC=C(C=C1)F)COCC1=CC=CC=C1 ((S)-2-amino-3-(benzyloxy)-N-(4-(4-fluorophenoxy)phenyl)propanamide). Yields the product Compound 114, C(C1=CC=CC=C1)OC[C@@H](C(=O)NC1=CC=C(C=C1)OC1=CC=C(C=C1)F)NC(CN1CCN(CC1)CC)=O ((S)-3-(benzyloxy)-2-(2-(4-ethylpiperazin-1-yl)acetamido)-N-(4-(4-fluorophenoxy)phenyl)propanamide). Yield: 48.2%. Reaction SMILES: Cl.[CH2:2]([N:4]1[CH2:9][CH2:8][N:7]([CH2:10][C:11]([OH:13])=O)[CH2:6][CH2:5]1)[CH3:3].[NH2:14][C@@H:15]([CH2:33][O:34][CH2:35][C:36]1[CH:41]=[CH:40][CH:39]=[CH:38][CH:37]=1)[C:16]([NH:18][C:19]1[CH:24]=[CH:23][C:22]([O:25][C:26]2[CH:31]=[CH:30][C:29]([F:32])=[CH:28][CH:27]=2)=[CH:21][CH:20]=1)=[O:17]>>[CH2:35]([O:34][CH2:33][C@H:15]([NH:14][C:11](=[O:13])[CH2:10][N:7]1[CH2:6][CH2:5][N:4]([CH2:2][CH3:3])[CH2:9][CH2:8]1)[C:16]([NH:18][C:19]1[CH:24]=[CH:23][C:22]([O:25][C:26]2[CH:31]=[CH:30][C:29]([F:32])=[CH:28][CH:27]=2)=[CH:21][CH:20]=1)=[O:17])[C:36]1[CH:41]=[CH:40][CH:39]=[CH:38][CH:37]=1 |f:0.1|. Procedure details: Proceeding as in Example 1, but substituting 2-(4-ethylpiperazin-1-yl)acetic acid hydrochloride and (S)-2-amino-3-(benzyloxy)-N-(4-(4-fluorophenoxy)phenyl)propanamide, gave Compound 114, (S)-3-(benzyloxy)-2-(2-(4-ethylpiperazin-1-yl)acetamido)-N-(4-(4-fluorophenoxy)phenyl)propanamide (20.6 mg, 48.2%). Major isomer: 1H-NMR (400 MHz, DMSO-D6): σ 10.21 (s, 1H), 7.93 (d, 1H), 7.60 (d, 2H), 7.31-7.25 (m, 5H), 7.21 (t, 2H), 7.04-6.99 (m, 4H), 4.69 (m, 1H), 4.51 (s, 2H), 3.76 (m, 1H), 3.71 (m, 1H), 2.9...